Dataset: the Open Reaction Database (ORD), a public repository of structured organic reaction records. Task: describe an organic reaction: reactants, conditions, products, and yield Starting materials: CN(C)P(=O)(N(C)C)N(C)C, [H-], [Na+], Cc1ccc(S(=O)(=O)OCC(C)(C)C)cc1, O, COc1cc2cc(CO)c(CO)c(-c3cccnc3)c2cc1OC. Product: COc1cc2cc(COCC(C)(C)C)c(CO)c(-c3cccnc3)c2cc1OC. Reaction SMILES: [CH3:44][N:45]([CH3:46])[P:47](=[O:48])([N:49]([CH3:50])[CH3:51])[N:52]([CH3:53])[CH3:54].[H-:1].[Na+:2].[O:27]([S:28]([c:29]1[cH:30][cH:31][c:32]([CH3:33])[cH:34][cH:35]1)(=[O:36])=[O:37])[CH2:38][C:39]([CH3:40])([CH3:41])[CH3:42].[OH2:43].[n:3]1[cH:4][c:5](-[c:9]2[c:10]([CH2:25][OH:26])[c:11]([CH2:23][OH:24])[cH:12][c:13]3[cH:14][c:15]([O:21][CH3:22])[c:16]([O:19][CH3:20])[cH:17][c:18]23)[cH:6][cH:7][cH:8]1>>[n:3]1[cH:4][c:5](-[c:9]2[c:10]([CH2:25][OH:26])[c:11]([CH2:23][O:24][CH2:38][C:39]([CH3:40])([CH3:41])[CH3:42])[cH:12][c:13]3[cH:14][c:15]([O:21][CH3:22])[c:16]([O:19][CH3:20])[cH:17][c:18]23)[cH:6][cH:7][cH:8]1. The reactants are ice, C1(=CC=CC=C1)P(=O)(C1=CC=CC=C1)N=[N+]=[N-] (diphenylphosphoryl azide), [N+](#[C-])CC(=O)OC (methyl isocyanoacetate), C(CCC(=O)[O-])(=O)OC(C)(C)C (mono-tert-butyl succinate), C(=O)([O-])[O-].[K+].[K+] (K2CO3). Procedure details: To an ice-cooled mixture of mono-tert-butyl succinate (5.0 g, 28.7 mmol) and K2CO3 (15.9 g, 114.8 mmol) in DMF (40 mL) were added diphenylphosphoryl azide (11.06 g, 40.2 mmol) and methyl isocyanoacetate (3.41 g, 34.4 mmol). After being stirred at room temperature for 16 h, the reaction mixture was partitioned between ethyl acetate and water. The organic layer was washed with brine, dried over anhydrous magnesium sulfate, filtered and concentrated under reduced pressure. The resulting residue was... Isolated yield 84.6%. Run at time 16 hour. Solvent: CN(C)C=O (DMF). The product is C(C)(C)(C)OC(CCC1=C(N=CO1)C(=O)OC)=O (Methyl 5-(3-tert-butoxy-3-oxopropyl)-1,3-oxazole-4-carboxylate). As a reaction SMILES: [C:1]([O:8][C:9]([CH3:12])([CH3:11])[CH3:10])(=[O:7])[CH2:2][CH2:3][C:4]([O-:6])=O.C([O-])([O-])=O.[K+].[K+].C1(P(N=[N+]=[N-])(C2C=CC=CC=2)=O)C=CC=CC=1.[N+:36]([CH2:38][C:39]([O:41][CH3:42])=[O:40])#[C-:37]>CN(C=O)C>[C:9]([O:8][C:1](=[O:7])[CH2:2][CH2:3][C:4]1[O:6][CH:37]=[N:36][C:38]=1[C:39]([O:41][CH3:42])=[O:40])([CH3:12])([CH3:11])[CH3:10] |f:1.2.3|. The reactants are CO, CCOC(=O)COc1ccc(N(C)C)cc1, [Li+], [OH-]. Product: CN(C)c1ccc(OCC(=O)[O-])cc1, [Li+]. As a reaction SMILES: [CH3:19][OH:20].[CH3:3][N:4]([CH3:5])[c:6]1[cH:7][cH:8][c:9]([O:10][CH2:11][C:12](=[O:13])[O:14][CH2:15][CH3:16])[cH:17][cH:18]1.[Li+:1].[OH-:2]>>[CH3:3][N:4]([CH3:5])[c:6]1[cH:7][cH:8][c:9]([O:10][CH2:11][C:12](=[O:13])[O-:14])[cH:17][cH:18]1.[Li+:1]. The reactants are CN(C(=O)c1ccc(Cl)cc1)C1CCNCC1c1ccc(Cl)c(Cl)c1, Cl, O=C(O)C1CCN(C(=O)c2ccccc2)CC1. Product: CN(C(=O)c1ccc(Cl)cc1)C1CCN(C(=O)C2CCN(C(=O)c3ccccc3)CC2)CC1c1ccc(Cl)c(Cl)c1. As a reaction SMILES: [Cl:2][c:3]1[cH:4][cH:5][c:6]([C:7](=[O:8])[N:9]([CH3:10])[CH:11]2[CH:12]([c:17]3[cH:18][c:19]([Cl:24])[c:20]([Cl:23])[cH:21][cH:22]3)[CH2:13][NH:14][CH2:15][CH2:16]2)[cH:25][cH:26]1.[ClH:1].[c:27]1([C:33](=[O:34])[N:35]2[CH2:36][CH2:37][CH:38]([C:41](=[O:42])[OH:43])[CH2:39][CH2:40]2)[cH:28][cH:29][cH:30][cH:31][cH:32]1>>[Cl:2][c:3]1[cH:4][cH:5][c:6]([C:7](=[O:8])[N:9]([CH3:10])[CH:11]2[CH:12]([c:17]3[cH:18][c:19]([Cl:24])[c:20]([Cl:23])[cH:21][cH:22]3)[CH2:13][N:14]([C:41]([CH:38]3[CH2:37][CH2:36][N:35]([C:33]([c:27]4[cH:28][cH:29][cH:30][cH:31][cH:32]4)=[O:34])[CH2:40][CH2:39]3)=[O:42])[CH2:15][CH2:16]2)[cH:25][cH:26]1. The reactants are CN(C)C=O (DMF), CN(C)C=O (DMF), C(C)(C)N(CC)C(C)C (diisopropylethylamine), C=1C=CC2=C(C1)N=NN2O (HOBt). Yields the product ( 1 ), CCN=C=NCCCN(C)C (WSC). As a reaction SMILES: [CH:1]([N:4]([CH:7]([CH3:9])C)[CH2:5]C)(C)C.C1C=CC2N(O)N=[N:16][C:14]=2[CH:15]=1.[CH3:20][N:21](C=O)[CH3:22]>>[CH3:15][CH2:14][N:16]=[C:20]=[N:21][CH2:22][CH2:9][CH2:7][N:4]([CH3:1])[CH3:5]. Procedure details: N-[(t-Butoxycarbonyl)-L-glutamic acid 1-methylamide 5-benzyl ester [0.55 g, S-isomer of the compound (XV) wherein R3 is methyl group, and n is 1] is dissolved in methylene chloride (8 ml), and thereto is added TFA (4 ml). The mixture is stirred at room temperature for one hour, and the reaction mixture is concentrated to give the de-protected product [0.81 g, stereoisomer of the compound (XIIa) wherein R3 is methyl group, and n is 1] in the form of TFA salt. The TFA salt of the de-protected prod... Reaction conditions: temperature 110 celsius, time 12 hour. As a reaction SMILES: Br[C:2]1[CH:7]=[CH:6][C:5]([N:8]2[CH:12]=[N:11][C:10]([C:13]3[CH:14]=[C:15]([CH:20]=[CH:21][CH:22]=3)[C:16]([O:18][CH3:19])=[O:17])=[N:9]2)=[CH:4][CH:3]=1.[NH:23]1[CH2:27][CH2:26][CH2:25][C:24]1=[O:28].C(=O)([O-])[O-].[K+].[K+].CNCCNC>[Cu]I.C1(C)C=CC=CC=1>[O:28]=[C:24]1[CH2:25][CH2:26][CH2:27][N:23]1[C:2]1[CH:7]=[CH:6][C:5]([N:8]2[CH:12]=[N:11][C:10]([C:13]3[CH:14]=[C:15]([CH:20]=[CH:21][CH:22]=3)[C:16]([O:18][CH3:19])=[O:17])=[N:9]2)=[CH:4][CH:3]=1 |f:2.3.4|. The solvent is C1(=CC=CC=C1)C (toluene). Reagents/catalysts: [Cu]I (copper (I) iodide). The product is O=C1N(CCC1)C1=CC=C(C=C1)N1N=C(N=C1)C=1C=C(C(=O)OC)C=CC1 (methyl 3-{1-[4-(2-oxo-pyrrolidin-1-yl)-phenyl]-1H-[1,2,4]triazol-3-yl}-benzoate). Procedure: A 50 mL culture tube containing methyl 3-[1-(4-bromophenyl)-1H-[1,2,4]triazol-3-yl]benzoate (407 mg, 1.14 mmol), copper (I) iodide (10.8 mg, 0.057 mmol), pyrrolidin-2-one (121 mg, 1.42 mmol) and potassium carbonate (138 mg, 2.28 mmol) is evacuated and back charged with nitrogen. N,N′-Dimethylethylenediamine (10 mg, 0.12 mmol) and toluene (5 mL) are added, the tube is sealed with a PTFE cap, and the reaction mixture is heated to 110° C. with stirring for 12 h. The cooled reaction mixture is parti... Reactants: BrC1=CC=C(C=C1)N1N=C(N=C1)C=1C=C(C(=O)OC)C=CC1 (methyl 3-[1-(4-bromophenyl)-1H-[1,2,4]triazol-3-yl]benzoate), N1C(CCC1)=O (pyrrolidin-2-one), C([O-])([O-])=O.[K+].[K+] (potassium carbonate), CNCCNC (N,N′-Dimethylethylenediamine), PTFE. The yield is 92.0%. The reactants are Nc1cccc(Br)c1, O=C([O-])[O-], [Cu], [K+], [K+], CN(C)C=O, O=C(O)c1ccc(Cl)cc1Cl. Yields the product O=C(O)c1ccc(Cl)cc1Nc1cccc(Br)c1. Reaction SMILES: [Br:12][c:13]1[cH:14][c:15]([NH2:16])[cH:17][cH:18][cH:19]1.[C:20](=[O:21])([O-:22])[O-:23].[Cu:31].[K+:24].[K+:25].[O:26]=[CH:27][N:28]([CH3:29])[CH3:30].[OH:1][C:2](=[O:3])[c:4]1[cH:5][cH:6][c:7]([Cl:8])[cH:9][c:10]1[Cl:11]>>[OH:1][C:2](=[O:3])[c:4]1[cH:5][cH:6][c:7]([Cl:8])[cH:9][c:10]1[NH:16][c:15]1[cH:14][c:13]([Br:12])[cH:19][cH:18][cH:17]1. Procedure details: This compound was prepared in a manner analogous to Example 69 using 2.0 grams (0.083 mole) of 5-phenyl-[2,2'-bithienyl], 3.2 ml (0.0083 mole) of n-buthyl-lithium (2.6M in hexanes), and 1.0 gram (0.0092 mole) of ethyl chloroformate in 50 ml of dry tetrahydrofuran The yield of 5'-(ethoxycarbonyl)-5-phenyl[2,2'-bithienyl]was 0.9 gram; m.p. 113-115° C. The solvent is O1CCCC1 (tetrahydrofuran). Yields the product C(C)OC(=O)C1=CC=C(S1)C=1SC(=CC1)C1=CC=CC=C1 (5'-(Ethoxycarbonyl)-5-phenyl[2,2'-bithienyl]). As a reaction SMILES: [C:1]1([C:7]2[S:11][C:10]([C:12]3[S:13][CH:14]=[CH:15][CH:16]=3)=[CH:9][CH:8]=2)[CH:6]=[CH:5][CH:4]=[CH:3][CH:2]=1.Cl[C:18]([O:20][CH2:21][CH3:22])=[O:19]>O1CCCC1>[CH2:21]([O:20][C:18]([C:14]1[S:13][C:12]([C:10]2[S:11][C:7]([C:1]3[CH:2]=[CH:3][CH:4]=[CH:5][CH:6]=3)=[CH:8][CH:9]=2)=[CH:16][CH:15]=1)=[O:19])[CH3:22]. The reactants are C1(=CC=CC=C1)C1=CC=C(S1)C=1SC=CC1 (5-phenyl-[2,2'-bithienyl]), n-buthyl-lithium, ClC(=O)OCC (ethyl chloroformate), 5'-(ethoxycarbonyl)-5-phenyl[2,2'-bithienyl]was. Starting materials: CC(=O)[O-], CC#N, Fc1cccc(CBr)c1F, [Na+], O, Oc1cc(O)nc(S)n1. Product: Oc1cc(O)nc(SCc2cccc(F)c2F)n1. As a reaction SMILES: [CH3:11][C:12](=[O:13])[O-:14].[CH3:26][C:27]#[N:28].[F:15][c:16]1[c:17]([CH2:18][Br:19])[cH:20][cH:21][cH:22][c:23]1[F:24].[Na+:10].[OH2:25].[SH:1][c:2]1[n:3][c:4]([OH:9])[cH:5][c:6]([OH:8])[n:7]1>>[S:1]([c:2]1[n:3][c:4]([OH:9])[cH:5][c:6]([OH:8])[n:7]1)[CH2:18][c:17]1[c:16]([F:15])[c:23]([F:24])[cH:22][cH:21][cH:20]1. Starting materials: FC1=C2C(C(NC2=C(C=C1)C)=O)=O (4-Fluoro-7-methylindoline-2,3-dione), OO (H2O2). Solvent: [OH-].[Na+] (NaOH). Conditions: temperature 50 celsius. Product: NC1=C(C(=O)O)C(=CC=C1C)F (2-Amino-6-fluoro-3-methylbenzoic acid). RXN SMILES: [F:1][C:2]1[CH:10]=[CH:9][C:8]([CH3:11])=[C:7]2[C:3]=1[C:4](=[O:13])C(=O)[NH:6]2.[OH:14]O>[OH-].[Na+]>[NH2:6][C:7]1[C:8]([CH3:11])=[CH:9][CH:10]=[C:2]([F:1])[C:3]=1[C:4]([OH:13])=[O:14] |f:2.3|. Procedure details: 4-Fluoro-7-methylindoline-2,3-dione (6.20 g, 34.6 mmol) in 1M NaOH (114 mL) was treated dropwise with 30% aq. H2O2 (20 mL), heated to 50° C. for 30 min, cooled to rt and filtered. The filtrate was adjusted to pH 4 with conc. HCl, cooled to 4° C. and filtered. The filter cake was dried under vacuum to provide the desired product. 1H NMR (CDCl3, 400 MHz) δ 7.15 (m, 1H), 6.40 (m, 1H), 2.15 (s, 3H).